Dataset: the Open Reaction Database (ORD), a public repository of structured organic reaction records. Task: describe an organic reaction: reactants, conditions, products, and yield Reactants: BrCc1ccccc1, Cc1cccc(C2CCN(C(=O)OC(C)(C)C)CC2O)c1, [H-], [Na+], CN(C)C=O. Yields the product Cc1cccc(C2CCN(C(=O)OC(C)(C)C)CC2OCc2ccccc2)c1. RXN SMILES: [Br:24][CH2:25][c:26]1[cH:27][cH:28][cH:29][cH:30][cH:31]1.[C:1]([CH3:2])([CH3:3])([CH3:4])[O:5][C:6](=[O:7])[N:8]1[CH2:9][CH:10]([OH:21])[CH:11]([c:14]2[cH:15][c:16]([CH3:20])[cH:17][cH:18][cH:19]2)[CH2:12][CH2:13]1.[H-:22].[Na+:23].[O:32]=[CH:33][N:34]([CH3:35])[CH3:36]>>[C:1]([CH3:2])([CH3:3])([CH3:4])[O:5][C:6](=[O:7])[N:8]1[CH2:9][CH:10]([O:21][CH2:25][c:26]2[cH:27][cH:28][cH:29][cH:30][cH:31]2)[CH:11]([c:14]2[cH:15][c:16]([CH3:20])[cH:17][cH:18][cH:19]2)[CH2:12][CH2:13]1. The reactants are COC=1C=CC2=C(CCN(C(N2)=O)C2CCNCC2)C1 (7-methoxy-3-piperidin-4-yl-1,3,4,5-tetrahydro-1,3-benzodiazepin-2-one), ClC1=CC(=NC(=N1)C)C(=O)C1=CC2=C(NC(O2)=O)C(=C1)C (6-(6-chloro-2-methyl-pyrimidine-4-carbonyl)-4-methyl-3H-benzoxazol-2-one), CCN(C(C)C)C(C)C (DIPEA). The solvent is CN(C)C=O (DMF). Product: COC1=CC2=C(NC(N(CC2)C2CCN(CC2)C2=NC(=NC(=C2)C(=O)C2=CC3=C(NC(O3)=O)C(=C2)C)C)=O)C=C1 (7-methoxy-3-{1-[2-methyl-6-(4-methyl-2-oxo-2,3-dihydro-benzoxazole-6-carbonyl)-pyrimidin-4-yl]-piperidin-4-yl}-1,3,4,5-tetrahydro-benzo[d][1,3]diazepin-2-one). RXN SMILES: [CH3:1][O:2][C:3]1[CH:4]=[CH:5][C:6]2[NH:12][C:11](=[O:13])[N:10]([CH:14]3[CH2:19][CH2:18][NH:17][CH2:16][CH2:15]3)[CH2:9][CH2:8][C:7]=2[CH:20]=1.Cl[C:22]1[N:27]=[C:26]([CH3:28])[N:25]=[C:24]([C:29]([C:31]2[CH:40]=[C:39]([CH3:41])[C:34]3[NH:35][C:36](=[O:38])[O:37][C:33]=3[CH:32]=2)=[O:30])[CH:23]=1.CCN(C(C)C)C(C)C>CN(C=O)C>[CH3:1][O:2][C:3]1[CH:4]=[CH:5][C:6]2[NH:12][C:11](=[O:13])[N:10]([CH:14]3[CH2:19][CH2:18][N:17]([C:22]4[CH:23]=[C:24]([C:29]([C:31]5[CH:40]=[C:39]([CH3:41])[C:34]6[NH:35][C:36](=[O:38])[O:37][C:33]=6[CH:32]=5)=[O:30])[N:25]=[C:26]([CH3:28])[N:27]=4)[CH2:16][CH2:15]3)[CH2:9][CH2:8][C:7]=2[CH:20]=1. Procedure details: 83 mg (0.30 mmol) 7-methoxy-3-piperidin-4-yl-1,3,4,5-tetrahydro-1,3-benzodiazepin-2-one, 91 mg (0.30 mmol) 6-(6-chloro-2-methyl-pyrimidine-4-carbonyl)-4-methyl-3H-benzoxazol-2-one and 0.11 mL (0.60 mmol) DIPEA were stirred together in 3 mL DMF overnight at RT. Then the reaction mixture was purified by preparative HPLC-MS. The fractions containing the product were combined and the organic solvent was evaporated down. The residue was neutralised with 4N aqueous sodium hydroxide solution, the preci... Reactants: CC1=CC=C(SC2=CC=C(CNC(=O)C3=C(C(=NN3C)C)Cl)C=C2)C=C1 (N-[4-(4-methylthiophenoxy)benzyl]-4-chloro-1,3-dimethylpyrazole-5-carboxamide), ice water, C(CCC)N(SCl)CCCC (N,N-di-n-butylaminosulfenyl chloride). The reagents and catalysts are CN(C)C1=CC=NC=C1 (4-(N,N-dimethylamino)pyridine). Solvent: N1=CC=CC=C1 (pyridine). Run at time 4 hour. Product: C(CCC)N(SN(C(=O)C1=C(C(=NN1C)C)Cl)CC1=CC=C(C=C1)SC1=CC=C(C=C1)C)CCCC (N-(N,N-di-n-butylaminosulfenyl)-N-[4-(4-methylthiophenoxy)benzyl]4-chloro-1,3-dimethylpyrazole-5-carboxamide). The yield is 51.2%. As a reaction SMILES: [CH3:1][C:2]1[CH:26]=[CH:25][C:5]([S:6][C:7]2[CH:24]=[CH:23][C:10]([CH2:11][NH:12][C:13]([C:15]3[N:19]([CH3:20])[N:18]=[C:17]([CH3:21])[C:16]=3[Cl:22])=[O:14])=[CH:9][CH:8]=2)=[CH:4][CH:3]=1.[CH2:27]([N:31]([CH2:34][CH2:35][CH2:36][CH3:37])[S:32]Cl)[CH2:28][CH2:29][CH3:30]>CN(C1C=CN=CC=1)C.N1C=CC=CC=1>[CH2:27]([N:31]([CH2:34][CH2:35][CH2:36][CH3:37])[S:32][N:12]([CH2:11][C:10]1[CH:9]=[CH:8][C:7]([S:6][C:5]2[CH:25]=[CH:26][C:2]([CH3:1])=[CH:3][CH:4]=2)=[CH:24][CH:23]=1)[C:13]([C:15]1[N:19]([CH3:20])[N:18]=[C:17]([CH3:21])[C:16]=1[Cl:22])=[O:14])[CH2:28][CH2:29][CH3:30]. Reported procedure: To a stirred mixture of N-[4-(4-methylthiophenoxy)benzyl]-4-chloro-1,3-dimethylpyrazole-5-carboxamide (300 mg, 0.746 mM), 4-(N,N-dimethylamino)pyridine (119 mg, 0.970 mM) and dry pyridine (5 ml) was added dropwise N,N-di-n-butylaminosulfenyl chloride (190 mg, 0.970 mM) at 0°-10° C., and the mixture was stirred for 4 h at the room temperature. The mixture was poured into ice water, and the mixture was extracted with dichloromethane. The extract was washed with saturated ammonium chloride solution... Reactants: NC1=NC(=NC=C1C(=O)C1=C(C(=C(C(=C1)F)F)F)OC)S(=O)CC ((4-Amino-2-ethylsulfinyl-pyrimidin-5-yl)-(3,4,5-trifluoro-2-methoxy-phenyl)-methanone), FC(C(=O)O)(F)F.CS(=O)(=O)N1CCC(CC1)N (1-methanesulfonyl-piperidin-4-ylamine; compound with trifluoroacetic acid). The product is NC1=NC(=NC=C1C(=O)C1=C(C(=C(C(=C1)F)F)F)OC)NC1CCN(CC1)S(=O)(=O)C ([4-Amino-2-(1-methanesulfonyl-piperidin-4-ylamino)-pyrimidin-5-yl]-(3,4,5-trifluoro-2-methoxy-phenyl)-methanone). As a reaction SMILES: [NH2:1][C:2]1[C:7]([C:8]([C:10]2[CH:15]=[C:14]([F:16])[C:13]([F:17])=[C:12]([F:18])[C:11]=2[O:19][CH3:20])=[O:9])=[CH:6][N:5]=[C:4](S(CC)=O)[N:3]=1.FC(F)(F)C(O)=O.[CH3:32][S:33]([N:36]1[CH2:41][CH2:40][CH:39]([NH2:42])[CH2:38][CH2:37]1)(=[O:35])=[O:34]>>[NH2:1][C:2]1[C:7]([C:8]([C:10]2[CH:15]=[C:14]([F:16])[C:13]([F:17])=[C:12]([F:18])[C:11]=2[O:19][CH3:20])=[O:9])=[CH:6][N:5]=[C:4]([NH:42][CH:39]2[CH2:40][CH2:41][N:36]([S:33]([CH3:32])(=[O:35])=[O:34])[CH2:37][CH2:38]2)[N:3]=1 |f:1.2|. Procedure details: The compound was prepared from (4-amino-2-ethylsulfinyl-pyrimidin-5-yl)-(3,4,5-trifluoro-2-methoxy-phenyl)-methanone (Example 196) and 1-methanesulfonyl-piperidin-4-ylamine; compound with trifluoroacetic acid (Example 162) in an analogous manner as described in Example 172. HR-MS (ES, m/z) calculated for C18H21N5O4SF3 [(M+H)+] 460.1261, observed 460.1267. The reactants are ClC1=NN=C(C=2C=C3C(=CC12)C=CC=C3OC)Cl (1,4-dichloro-6-methoxybenzo[g]phthalazine), C(CCC)N (n-butylamine). Yields the product C(CCC)NC1=NN=C(C=2C=C3C(=CC12)C=CC=C3OC)NCCCC (1,4-bis(n-butylamino)-6-methoxy-benzo[g]phthalazine). Yield: 48.0%. Reaction SMILES: Cl[C:2]1[C:11]2[CH:10]=[C:9]3[CH:12]=[CH:13][CH:14]=[C:15]([O:16][CH3:17])[C:8]3=[CH:7][C:6]=2[C:5](Cl)=[N:4][N:3]=1.[CH2:19]([NH2:23])[CH2:20][CH2:21][CH3:22]>>[CH2:19]([NH:23][C:2]1[C:11]2[CH:10]=[C:9]3[CH:12]=[CH:13][CH:14]=[C:15]([O:16][CH3:17])[C:8]3=[CH:7][C:6]=2[C:5]([NH:3][CH2:2][CH2:11][CH2:6][CH3:5])=[N:4][N:3]=1)[CH2:20][CH2:21][CH3:22]. Reported procedure: A mixture of 1,4-dichloro-6-methoxybenzo[g]phthalazine (3.94 mmol) and n-butylamine (25 mL) was treated in an autoclave at 130° C. for 6 h. After cooling to room temperature, the excess n-butylamine was evaporated to dryness under vacuum and the residue was extracted with chloroform (2×50 mL). The resulting extracts were concentrated and purified by flash chromatography on silica gel 60 Merck (200-400 mesh), using a mixture of chloroform, benzene, methanol (v/v, 1:0.5:0.2) as eluent. The removal... Product: O=C(O)CCC(O)c1ccc(-c2ccc(F)cc2)cc1. RXN SMILES: [F:1][c:2]1[cH:3][cH:4][c:5](-[c:8]2[cH:9][cH:10][c:11]([C:14]([CH2:15][CH2:16][C:17](=[O:18])[OH:19])=[O:20])[cH:12][cH:13]2)[cH:6][cH:7]1.[NH2:21][CH:22]1[CH2:23][CH2:24][CH2:25][CH2:26][CH2:27]1.[OH2:28]>>[F:1][c:2]1[cH:3][cH:4][c:5](-[c:8]2[cH:9][cH:10][c:11]([CH:14]([CH2:15][CH2:16][C:17](=[O:18])[OH:19])[OH:20])[cH:12][cH:13]2)[cH:6][cH:7]1. Starting materials: O=C(O)CCC(=O)c1ccc(-c2ccc(F)cc2)cc1, NC1CCCCC1, O. Isolated yield 114.5%. Reactants: Cl (Hydrogen chloride), fused heterocyclic, N1C(=NC2=C1C=CC=C2)[C@H]2N(CC(C2)=NOC)C(=O)OC(C)(C)C (tert-butyl (2S,4EZ)-2-(1H-benzimidazol-2-yl)-4-(methoxyimino)-1-pyrrolidinecarboxylate). The solvent is C(Cl)Cl (DCM). Procedure: Hydrogen chloride gas was bubbled into a solution of the fused heterocyclic product from the previous step, e.g. tert-butyl (2S,4EZ)-2-(1H-benzimidazol-2-yl)-4-(methoxyimino)-1-pyrrolidinecarboxylate (740 mg, 2.2 mmol) in dry DCM (20 ml) for 30 min. The solvent was removed in vacuo to give the desired product, e.g. (3EZ,5S)-5-(1H-benzimidazol-2-yl)-3-pyrrolidinone O-methyloxime (0.58 g, 99%), as a brown amorphous powder which was used without further purification. Reaction SMILES: Cl.[NH:2]1[C:6]2[CH:7]=[CH:8][CH:9]=[CH:10][C:5]=2[N:4]=[C:3]1[C@@H:11]1[CH2:15][C:14](=[N:16][O:17][CH3:18])[CH2:13][N:12]1C(OC(C)(C)C)=O>C(Cl)Cl>[CH3:18][O:17][N:16]=[C:14]1[CH2:15][C@@H:11]([C:3]2[NH:2][C:6]3[CH:7]=[CH:8][CH:9]=[CH:10][C:5]=3[N:4]=2)[NH:12][CH2:13]1. The product is desired product, CON=C1CN[C@@H](C1)C1=NC2=C(N1)C=CC=C2 ((3EZ,5S)-5-(1H-benzimidazol-2-yl)-3-pyrrolidinone O-methyloxime).